Dataset: the Open Reaction Database (ORD), a public repository of structured organic reaction records. Task: describe an organic reaction: reactants, conditions, products, and yield The reactants are CCO, Cn1c(CC#N)cc(Cl)c1C(=O)c1ccc(Cl)cc1, [Na+], [OH-], O. Reaction SMILES: [CH3:23][CH2:24][OH:25].[Cl:1][c:2]1[cH:3][c:4]([CH2:17][C:18]#[N:19])[n:5]([CH3:16])[c:6]1[C:7]([c:8]1[cH:9][cH:10][c:11]([Cl:14])[cH:12][cH:13]1)=[O:15].[Na+:21].[OH-:20].[OH2:22]>>[Cl:1][c:2]1[cH:3][c:4]([CH2:17][C:18](=[O:20])[OH:22])[n:5]([CH3:16])[c:6]1[C:7]([c:8]1[cH:9][cH:10][c:11]([Cl:14])[cH:12][cH:13]1)=[O:15]. Yields the product Cn1c(CC(=O)O)cc(Cl)c1C(=O)c1ccc(Cl)cc1. The reactants are FCC(=O)CF (1,3-difluoroacetone), FC=1C=CC(=C(C1)C(C)=O)O (1-(5-fluoro-2-hydroxyphenyl)ethanone), N1CCCC1 (pyrrolidine). Run in CO (MeOH). Conditions: temperature 60 celsius. Product: FC=1C=C2C(CC(OC2=CC1)(CF)CF)=O (6-fluoro-2,2-bis(fluoromethyl)chroman-4-one). The yield is 67.1%. As a reaction SMILES: [F:1][CH2:2][C:3]([CH2:5][F:6])=[O:4].[F:7][C:8]1[CH:9]=[CH:10][C:11](O)=[C:12]([C:14](=[O:16])[CH3:15])[CH:13]=1.N1CCCC1>CO>[F:7][C:8]1[CH:13]=[C:12]2[C:11](=[CH:10][CH:9]=1)[O:4][C:3]([CH2:5][F:6])([CH2:2][F:1])[CH2:15][C:14]2=[O:16]. Procedure details: A solution of 1,3-difluoroacetone (4.90 g, 52.1 mmol), MeOH (100 mL), and 1-(5-fluoro-2-hydroxyphenyl)ethanone (6.69 g, 43.4 mmol, Aldrich Chemical) was stirred at ambient temperature and pyrrolidine (4.31 mL, 52.1 mmol) was added. The reaction was heated at 60° C. for 21 hours, then concentrated and purified by silica gel chromatography (gradient elution, 0-25% EtOAc/hexanes) to provide the title compound (6.70 g, 29.1 mmol, 67%) as a brown oil. MS (DCI) m/z 248 (M+NH4)+. Starting materials: COc1ccc(-c2sc(C3OCCO3)c(-c3cccc(OC)c3)c2C)cc1, CC(C)=O, Cc1ccc(S(=O)(=O)[O-])cc1, c1cc[nH+]cc1. Yields the product COc1ccc(-c2sc(C=O)c(-c3cccc(OC)c3)c2C)cc1. RXN SMILES: [CH3:1][O:2][c:3]1[cH:4][c:5](-[c:9]2[c:10]([CH:23]3[O:24][CH2:27][CH2:26][O:25]3)[s:11][c:12](-[c:15]3[cH:16][cH:17][c:18]([O:21][CH3:22])[cH:19][cH:20]3)[c:13]2[CH3:14])[cH:6][cH:7][cH:8]1.[CH3:45][C:46](=[O:47])[CH3:48].[c:28]1([CH3:29])[cH:30][cH:31][c:32]([S:33]([O-:34])(=[O:35])=[O:36])[cH:37][cH:38]1.[nH+:39]1[cH:40][cH:41][cH:42][cH:43][cH:44]1>>[CH3:1][O:2][c:3]1[cH:4][c:5](-[c:9]2[c:10]([CH:23]=[O:24])[s:11][c:12](-[c:15]3[cH:16][cH:17][c:18]([O:21][CH3:22])[cH:19][cH:20]3)[c:13]2[CH3:14])[cH:6][cH:7][cH:8]1. RXN SMILES: [Cl:1][C:2]([CH3:15])([CH:4]([N:13]=[O:14])[CH2:5][O:6][C:7]1[CH:12]=[CH:11][CH:10]=[CH:9][CH:8]=1)[CH3:3].[NH3:16]>CO>[ClH:1].[NH2:16][C:2]([CH3:15])([CH3:3])[C:4](=[N:13][OH:14])[CH2:5][O:6][C:7]1[CH:12]=[CH:11][CH:10]=[CH:9][CH:8]=1 |f:3.4|. The reactants are ClC(C)(C(COC1=CC=CC=C1)N=O)C (2-chloro-4-phenoxy-2-methyl-3-nitrosobutane), N (ammonia). Run in CO (methanol). Procedure details: A suspension of 2-chloro-4-(p-methyl)phenoxy-2-methyl-3-nitrosobutane (V) in dry methanol (120 ml) was heated to reflux and ammonia gas was passed through until all the solid dissolved (2 hours). Filtration and evaporation of solvent gave a brown solid, which was largely freed of impurities by washing with benzene. Recrystallisation from isopropanol (a small inorganic residue remained) gave the ketoxime hydrochloride (IV) (5.27 g, yield 66%) as colourless crystals, m.p. 217°-8° (decomp.). The product is Cl.NC(C(COC1=CC=CC=C1)=NO)(C)C (3-amino-1-phenoxy-3-methylbutan-2-one oxime hydrochloride). Isolated yield 66.0%.